From a dataset of the Open Reaction Database (ORD), a public repository of structured organic reaction records. describe an organic reaction: reactants, conditions, products, and yield The reactants are S1C(=CC=C1)CCO (2-thiopheneethanol), BrCCOCCCC (1-(2-bromo-ethoxy)-butane), [H-].[Na+] (sodium hydride), O1CCCC1 (tetrahydrofuran). The solvent is CCCCCC (hexane), O (water). Reaction conditions: temperature 0 celsius, time 20 minute. Product: C(CCC)OCCOCCC=1SC=CC1 (2-[2-(2-butoxy-ethoxy)ethyl]-thiophene). Isolated yield 33.8%. RXN SMILES: [S:1]1[CH:5]=[CH:4][CH:3]=[C:2]1[CH2:6][CH2:7][OH:8].[H-].[Na+].O1CCCC1.Br[CH2:17][CH2:18][O:19][CH2:20][CH2:21][CH2:22][CH3:23]>CCCCCC.O>[CH2:20]([O:19][CH2:18][CH2:17][O:8][CH2:7][CH2:6][C:2]1[S:1][CH:5]=[CH:4][CH:3]=1)[CH2:21][CH2:22][CH3:23] |f:1.2|. Procedure details: 6.1 g of 2-thiopheneethanol was cooled to 0° C., and to this, a suspension formed by adding 2.8 g of sodium hydride (60% in oil) to 50 ml of tetrahydrofuran was added dropwise. The solution was stirred at 0° C. for 20 minutes under a nitrogen atmosphere, and to this, 8.2 g of 1-(2-bromo-ethoxy)-butane was added dropwise. Thereafter, the solution was heated to 90° C. and stirred for 9 hours. 100 ml of water and 100 ml of hexane were added to the reaction solution to separate the organic layer. Th... The reactants are CCO, Cc1ccc2ccccc2c1CCl, S=C1NC(c2ccccc2)C(c2ccccc2)N1. Yields the product Cl, Cc1ccc2ccccc2c1CSC1=NC(c2ccccc2)C(c2ccccc2)N1. RXN SMILES: [CH3:32][CH2:33][OH:34].[Cl:19][CH2:20][c:21]1[c:22]([CH3:31])[cH:23][cH:24][c:25]2[cH:26][cH:27][cH:28][cH:29][c:30]12.[c:1]1([CH:7]2[NH:8][C:9](=[S:18])[NH:10][CH:11]2[c:12]2[cH:13][cH:14][cH:15][cH:16][cH:17]2)[cH:2][cH:3][cH:4][cH:5][cH:6]1>>[ClH:19].[c:1]1([CH:7]2[NH:8][C:9]([S:18][CH2:20][c:21]3[c:22]([CH3:31])[cH:23][cH:24][c:25]4[cH:26][cH:27][cH:28][cH:29][c:30]34)=[N:10][CH:11]2[c:12]2[cH:13][cH:14][cH:15][cH:16][cH:17]2)[cH:2][cH:3][cH:4][cH:5][cH:6]1. The solvent is C(C)OCC (diethyl ether). Reaction SMILES: [O:1]([C:8]1[CH:20]=[CH:19][C:11]([C:12]([CH:14]=[CH:15][C:16]([OH:18])=[O:17])=[O:13])=[CH:10][CH:9]=1)[C:2]1[CH:7]=[CH:6][CH:5]=[CH:4][CH:3]=1.[C:21]([OH:24])(=[S:23])[CH3:22]>C(OCC)C>[C:21]([S:23][CH:15]([CH2:14][C:12](=[O:13])[C:11]1[CH:19]=[CH:20][C:8]([O:1][C:2]2[CH:3]=[CH:4][CH:5]=[CH:6][CH:7]=2)=[CH:9][CH:10]=1)[C:16]([OH:18])=[O:17])(=[O:24])[CH3:22]. Yields the product C(C)(=O)SC(C(=O)O)CC(C1=CC=C(C=C1)OC1=CC=CC=C1)=O (2-acetylthio-3-(4-phenoxybenzoyl)propionic acid). Reported procedure: 2.68 g of 3-(4-phenoxybenzoyl)acrylic acid were dissolved in 30 ml of diethyl ether, then 0.8 ml of thioacetic acid was added, and the mixture was stirred for 5 hours. After the diethyl ether was distilled off under reduced pressure, the residue was purified first by silica gel chromatography, eluted with a mixture of hexane and dichloromethane, then by recrystallization from a mixture of hexane and dichloromethane to give 2.96 g of 2-acetylthio-3-(4-phenoxybenzoyl)propionic acid. Starting materials: O(C1=CC=CC=C1)C1=CC=C(C(=O)C=CC(=O)O)C=C1 (3-(4-phenoxybenzoyl)acrylic acid), C(C)(=S)O (thioacetic acid). Reaction conditions: time 5 hour. The reactants are Cc1ccc(CN)cc1C, CN1CCCC1=O, CS(=O)(=O)c1nc(NC2CC2)n2ncc(C=C3NC(=O)NC3=O)c2n1, CS(=O)c1nc(NC2CC2)n2ncc(C=C3NC(=O)NC3=O)c2n1. Yields the product Cc1ccc(CNc2nc(NC3CC3)n3ncc(C=C4NC(=O)NC4=O)c3n2)cc1C. As a reaction SMILES: [CH3:1][c:2]1[cH:3][c:4]([CH2:9][NH2:10])[cH:5][cH:6][c:7]1[CH3:8].[CH3:60][N:61]1[CH2:62][CH2:63][CH2:64][C:65]1=[O:66].[CH:11]1([NH:14][c:15]2[n:16][c:17]([S:32]([CH3:33])(=[O:34])=[O:35])[n:18][c:19]3[n:20]2[n:21][cH:22][c:23]3[CH:24]=[C:25]2[C:26](=[O:31])[NH:27][C:28](=[O:30])[NH:29]2)[CH2:12][CH2:13]1.[CH:36]1([NH:37][c:38]2[n:39]3[n:40][cH:41][c:42]([CH:43]=[C:44]4[C:45](=[O:46])[NH:47][C:48](=[O:49])[NH:50]4)[c:51]3[n:52][c:53]([S:54]([CH3:55])=[O:56])[n:57]2)[CH2:58][CH2:59]1>>[CH3:1][c:2]1[cH:3][c:4]([CH2:9][NH:10][c:17]2[n:16][c:15]([NH:14][CH:11]3[CH2:12][CH2:13]3)[n:20]3[c:19]([n:18]2)[c:23]([CH:24]=[C:25]2[C:26](=[O:31])[NH:27][C:28](=[O:30])[NH:29]2)[cH:22][n:21]3)[cH:5][cH:6][c:7]1[CH3:8].